describe an organic reaction: reactants, conditions, products, and yield From a dataset of the Open Reaction Database (ORD), a public repository of structured organic reaction records. Starting materials: O=C(O)c1cc(Br)ccc1O, O=C([O-])[O-], COCCOC, OB(O)c1ccc(F)c(Cl)c1, [Na+], [Na+]. The product is O=C(O)c1cc(-c2ccc(F)c(Cl)c2)ccc1O. Reaction SMILES: [Br:12][c:13]1[cH:14][cH:15][c:16]([OH:22])[c:17]([C:18](=[O:19])[OH:20])[cH:21]1.[C:23](=[O:24])([O-:25])[O-:26].[CH3:29][O:30][CH2:31][CH2:32][O:33][CH3:34].[Cl:1][c:2]1[cH:3][c:4]([B:9]([OH:10])[OH:11])[cH:5][cH:6][c:7]1[F:8].[Na+:27].[Na+:28]>>[Cl:1][c:2]1[cH:3][c:4](-[c:13]2[cH:14][cH:15][c:16]([OH:22])[c:17]([C:18](=[O:19])[OH:20])[cH:21]2)[cH:5][cH:6][c:7]1[F:8]. Reaction conditions: temperature 82.5 celsius, time 16 hour. Reported procedure: Gamma-caprolactone (28.745 Kg, 251.8 moles) and 4-methoxybenzylamine (38.0 Kg, 277 moles) were placed in a 100 gallon glass lined tank. The solution was heated to 80-85° C. and held at that temperature for 16 hours. TLC on silica gel plates showed the reaction was complete. The TLC system comprised: ethyl acetate with detection at 254 nm. Ethyl acetate (18 gal, 68 L) was slowly charged to the reaction pot after cooling to 60° C. Hexanes (a total of 18 gal, 68 L) were added until a haze was achie... Solvent: Hexanes, C(C)(=O)OCC (ethyl acetate), C(C)(=O)OCC (Ethyl acetate). Yield: 72.8%. The product is COC1=CC=C(CNC(CCC(CC)O)=O)C=C1 (4-Hydroxyhexanoic acid 4-methoxybenzylamide). As a reaction SMILES: [C:1]1(=[O:8])[O:7][CH:4]([CH2:5][CH3:6])[CH2:3][CH2:2]1.[CH3:9][O:10][C:11]1[CH:18]=[CH:17][C:14]([CH2:15][NH2:16])=[CH:13][CH:12]=1>C(OCC)(=O)C>[CH3:9][O:10][C:11]1[CH:18]=[CH:17][C:14]([CH2:15][NH:16][C:1](=[O:8])[CH2:2][CH2:3][CH:4]([OH:7])[CH2:5][CH3:6])=[CH:13][CH:12]=1. Reactants: C1(CCC(CC)O1)=O (Gamma-caprolactone), 18, COC1=CC=C(CN)C=C1 (4-methoxybenzylamine), glass. The reactants are C(C)(=O)O (Acetic acid), [H-].[Na+] (sodium hydride), COC1=CC=C(C=C1)N=C=O (4-methoxyphenyl isocyanate), CC1C(NCC1)=O (3-methyl-2-pyrrolidinone). Run in O (water), O1CCCC1 (tetrahydrofuran). Conditions: time 1 hour. The product is CC1C(N(CC1)C(NC1=CC=C(C=C1)OC)=O)=O (3-methyl-1-(4-methoxyphenylcarbamoyl)-2-pyrrolidinone). Isolated yield 65.7%. As a reaction SMILES: [H-].[Na+].[CH3:3][CH:4]1[CH2:8][CH2:7][NH:6][C:5]1=[O:9].[CH3:10][O:11][C:12]1[CH:17]=[CH:16][C:15]([N:18]=[C:19]=[O:20])=[CH:14][CH:13]=1.C(O)(=O)C>O1CCCC1.O>[CH3:3][CH:4]1[CH2:8][CH2:7][N:6]([C:19](=[O:20])[NH:18][C:15]2[CH:14]=[CH:13][C:12]([O:11][CH3:10])=[CH:17][CH:16]=2)[C:5]1=[O:9] |f:0.1|. Procedure: While 2 g of sodium hydride (60% oily) was being stirred in 50 ml of tetrahydrofuran, 5 g of 3-methyl-2-pyrrolidinone was added to the mixture, and the resulting mixture was stirred at room temperature for 1 hour. The reaction mixture was cooled to not higher than 0° C., and 7.5 g of 4-methoxyphenyl isocyanate was added dropwise to the mixture, followed by stirring at the same temperature for 5 hours. Acetic acid was then added to the reaction mixture for neutralization, water was thereafter add... Starting materials: BrC=1C=C(C=CC1)N(C(=O)N1CCC2=C1N=C(N=C2C=2C=NC(=NC2)N(CC2=CC=C(C=C2)OC)CC2=CC=C(C=C2)OC)N2CCOCC2)C (4-{2-[bis-(4-methoxy-benzyl)-amino]-pyrimidin-5-yl}-2-morpholin-4-yl-5,6-dihydro-pyrrolo[2,3-d]pyrimidine-7-carboxylic acid (3-bromo-phenyl)-methyl-amide), CN(C=1C=C(C=CC1)NC(=O)N1CCC2=C1N=C(N=C2C=2C=NC(=NC2)N(CC2=CC=C(C=C2)OC)CC2=CC=C(C=C2)OC)N2CCOCC2)CCN2CCOCC2 (4-{2-[bis-(4-methoxy-benzyl)-amino]-pyrimidin-5-yl}-2-morpholin-4-yl-5,6-dihydro-pyrrolo[2,3-d]pyrimidine-7-carboxylic acid {3-[methyl-(2-morpholin-4-yl-ethyl)-amino]-phenyl}-amide), crude product, CNCCN1CCOCC1 (methyl-(2-morpholin-4-yl-ethyl)-amine), N1(CCNCC1)CCO (2-piperazin-1-yl-ethanol). Yields the product CN(C(=O)N1CCC2=C1N=C(N=C2C=2C=NC(=NC2)N)N2CCOCC2)C2=CC(=CC=C2)N(CCN2CCOCC2)C (4-(2-Amino-pyrimidin-5-yl)-2-morpholin-4-yl-5,6-dihydro-pyrrolo[2,3-d]pyrimidine-7-carboxylic acid methyl-{3-[methyl-(2-morpholin-4-yl-ethyl)-amino]-phenyl}-amide). Isolated yield 22.0%. Reaction SMILES: Br[C:2]1[CH:3]=[C:4]([N:8]([CH3:51])[C:9]([N:11]2[C:15]3[N:16]=[C:17]([N:45]4[CH2:50][CH2:49][O:48][CH2:47][CH2:46]4)[N:18]=[C:19]([C:20]4[CH:21]=[N:22][C:23]([N:26](CC5C=CC(OC)=CC=5)CC5C=CC(OC)=CC=5)=[N:24][CH:25]=4)[C:14]=3[CH2:13][CH2:12]2)=[O:10])[CH:5]=C[CH:7]=1.[CH3:52][NH:53][CH2:54][CH2:55][N:56]1[CH2:61][CH2:60][O:59][CH2:58][CH2:57]1.N1(CCO)CCNC[CH2:63]1.CN(CCN1CCOCC1)C1C=C(NC(N2C3N=C(N4CCOCC4)N=C(C4C=NC(N(CC5C=CC(OC)=CC=5)CC5C=CC(OC)=CC=5)=NC=4)C=3CC2)=O)C=CC=1>>[CH3:51][N:8]([C:4]1[CH:3]=[CH:2][CH:7]=[C:52]([N:53]([CH3:63])[CH2:54][CH2:55][N:56]2[CH2:61][CH2:60][O:59][CH2:58][CH2:57]2)[CH:5]=1)[C:9]([N:11]1[C:15]2[N:16]=[C:17]([N:45]3[CH2:50][CH2:49][O:48][CH2:47][CH2:46]3)[N:18]=[C:19]([C:20]3[CH:25]=[N:24][C:23]([NH2:26])=[N:22][CH:21]=3)[C:14]=2[CH2:13][CH2:12]1)=[O:10]. Reported procedure: Using 4-{2-[bis-(4-methoxy-benzyl)-amino]-pyrimidin-5-yl}-2-morpholin-4-yl-5,6-dihydro-pyrrolo[2,3-d]pyrimidine-7-carboxylic acid (3-bromo-phenyl)-methyl-amide (112 mg) and methyl-(2-morpholin-4-yl-ethyl)-amine (25.8 mg) obtained in Step A in Example 1-D-139 instead of 2-piperazin-1-yl-ethanol, in the same manner as Step C in Example 1-D-153, 4-{2-[bis-(4-methoxy-benzyl)-amino]-pyrimidin-5-yl}-2-morpholin-4-yl-5,6-dihydro-pyrrolo[2,3-d]pyrimidine-7-carboxylic acid {3-[methyl-(2-morpholin-4-yl-et... Starting materials: NN1C(C2=CC=CC=C2C(=N1)C1=CC=C(C=C1)Cl)=O (2-amino-4-(4-chlorophenyl)phthalazin-1(2H)-one), FC(OC=1C=C(C=CC1)CC(=O)O)(F)F (2-[3-(trifluoromethoxy)phenyl]acetic acid). Yields the product ClC1=CC=C(C=C1)C1=NN(C(C2=CC=CC=C12)=O)NC(CC1=CC(=CC=C1)OC(F)(F)F)=O (N-[4-(4-chlorophenyl)-1-oxophthalazin-2(1H)-yl]-2-[3-(trifluoromethoxy)phenyl]acetamide). RXN SMILES: [NH2:1][N:2]1[N:11]=[C:10]([C:12]2[CH:17]=[CH:16][C:15]([Cl:18])=[CH:14][CH:13]=2)[C:9]2[C:4](=[CH:5][CH:6]=[CH:7][CH:8]=2)[C:3]1=[O:19].[F:20][C:21]([F:34])([F:33])[O:22][C:23]1[CH:24]=[C:25]([CH2:29][C:30](O)=[O:31])[CH:26]=[CH:27][CH:28]=1>>[Cl:18][C:15]1[CH:16]=[CH:17][C:12]([C:10]2[C:9]3[C:4](=[CH:5][CH:6]=[CH:7][CH:8]=3)[C:3](=[O:19])[N:2]([NH:1][C:30](=[O:31])[CH2:29][C:25]3[CH:26]=[CH:27][CH:28]=[C:23]([O:22][C:21]([F:33])([F:20])[F:34])[CH:24]=3)[N:11]=2)=[CH:13][CH:14]=1. Reported procedure: The product of Example 86A and 2-[3-(trifluoromethoxy)phenyl]acetic acid were treated using a method similar to that described in Example 57 to give the title compound. 1H NMR (500 MHz, DMSO-d6/Deuterium Oxide) δ ppm 8.41-8.43 (m, 1H), 7.95-8.02 (m, 2H), 7.73-7.75 (m, 1H), 7.63-7.64 (m, 4H), 7.50 (t, J=7.9 Hz, 1H), 7.42 (d, J=7.8 Hz, 1H), 7.38-7.40 (bs, 1H), 7.27-7.30 (m, 1H), 3.79 (s, 2H); MS (ESI−) M/Z 472 (M−H)−.